Task: describe an organic reaction: reactants, conditions, products, and yield. Dataset: the Open Reaction Database (ORD), a public repository of structured organic reaction records Starting materials: C12CCCC(CCC1)C2=O (bicyclo [3.3.1] nonan-9-one), borane-dimethylsufide, ClC(Cl)OC (dichloromethylmethyl ether), C12CCCC(CCC1)B2 (9-borabicyclo [3.3.1] nonan), C(CCCC)[Si](C=C)(C=C)C1=CC=CC=C1 (n-pentylphenyldivinylsilane), [OH-].[Na+] (sodium hydroxide), aqueous solution, OO (hydrogen peroxide), ice water, CC(C)([O-])C.[Li+] (lithium t-butoxide). Solvent: CCCCCC (n-hexane), O (water), C(C)O (ethanol), CCCCCC.O1CCCC1 (hexane tetrahydrofuran), CO (methanol). Reaction conditions: temperature 0 celsius, time 2 hour. Yields the product C(CCCC)[Si]1(CCC(CC1)=O)C1=CC=CC=C1 (4-n-pentyl-4-phenyl-4-silacyclohexanone). Isolated yield 90.9%. RXN SMILES: C12BC(CCC1)CCC2.[CH2:10]([Si:15]([C:20]1[CH:25]=[CH:24][CH:23]=[CH:22][CH:21]=1)([CH:18]=[CH2:19])[CH:16]=[CH2:17])[CH2:11][CH2:12][CH2:13][CH3:14].Cl[CH:27]([O:29]C)Cl.CC(C)([O-])C.[Li+].[OH-].[Na+].OO.C12C(=O)C(CCC1)CCC2>O.C(O)C.CCCCCC.O1CCCC1.CO.CCCCCC>[CH2:10]([Si:15]1([C:20]2[CH:21]=[CH:22][CH:23]=[CH:24][CH:25]=2)[CH2:18][CH2:19][C:27](=[O:29])[CH2:17][CH2:16]1)[CH2:11][CH2:12][CH2:13][CH3:14] |f:3.4,5.6,11.12|. Procedure details: A mixture of 15.9 g of 9-borabicyclo [3.3.1] nonan, 14.8 g of n-pentylphenyldivinylsilane and 150 ml of n-hexane was refluxed for 2 hours and then cooled with ice water. 7.0 ml of borane-dimethylsufide was added to the mixture, which was then heated again and refluxed for 2 hours. After cooling, 16 ml of methanol was added at room temperature and the mixture was stirred for 2 hours at 0° C. 25.0 g of dichloromethylmethyl ether was then dripped into the mixture, followed by also dripping a hexane... Reactants: [H-].[Na+] (NaH), amide, C(C)OC(CN1C(NC2=C(C1)C=C(C=N2)\C=C\C(N(CC2=C(C1=C(S2)C=CC=C1)C)C)=O)=O)=O ((E)-(6-{2-[methyl-(3-methyl-benzo[b]thiophen-2-ylmethyl)carbamoyl]vinyl}-2-oxo-1,4-dihydro-2H-pyrido[2,3-d]pyrimidin-3-yl)acetic acid ethyl ester), C(C)OC(CN1C(NC2=C(C1)C=C(C=N2)\C=C\C(N(CC=2N(C1=CC=CC=C1C2)C)C)=O)=O)=O ((E)-(6-{2-[methyl-(1-methyl-1H-indol-2-ylmethyl)carbamoyl]vinyl}-2-oxo-1,4-dihydro-2H-pyrido[2,3-d]pyrimidin-3-yl)acetic acid ethyl ester). Product: CN(C(=O)/C=C/C1=CC2=C(NC(N(C2)CC(=O)O)=O)N=C1)CC1=C(C2=C(S1)C=CC=C2)C ((E)-(6-{2-[Methyl-(3-methyl-benzo[b]thiophen-2-ylmethyl)carbamoyl]vinyl}-2-oxo-1,4-dihydro-2H-pyrido[2,3-d]pyrimidin-3-yl)acetic acid). The yield is 89.0%. RXN SMILES: [H-].[Na+].C([O:5][C:6](=[O:36])[CH2:7][N:8]1[CH2:13][C:12]2[CH:14]=[C:15](/[CH:18]=[CH:19]/[C:20](=[O:34])[N:21]([CH3:33])[CH2:22][C:23]3[S:27][C:26]4[CH:28]=[CH:29][CH:30]=[CH:31][C:25]=4[C:24]=3[CH3:32])[CH:16]=[N:17][C:11]=2[NH:10][C:9]1=[O:35])C.C(OC(=O)CN1CC2C=C(/C=C/C(=O)N(C)CC3N(C)C4C(C=3)=CC=CC=4)C=NC=2NC1=O)C>>[CH3:33][N:21]([CH2:22][C:23]1[S:27][C:26]2[CH:28]=[CH:29][CH:30]=[CH:31][C:25]=2[C:24]=1[CH3:32])[C:20](/[CH:19]=[CH:18]/[C:15]1[CH:16]=[N:17][C:11]2[NH:10][C:9](=[O:35])[N:8]([CH2:7][C:6]([OH:36])=[O:5])[CH2:13][C:12]=2[CH:14]=1)=[O:34] |f:0.1|. Reported procedure: According to the procedure of Example 124 (b), except substituting (E)-(6-{2-[methyl-(3-methyl-benzo[b]thiophen-2-ylmethyl)carbamoyl]vinyl}-2-oxo-1,4-dihydro-2H-pyrido[2,3-d]pyrimidin-3-yl)acetic acid ethyl ester for the (E)-(6-{2-[methyl-(1-methyl-1H-indol-2-ylmethyl)carbamoyl]vinyl}-2-oxo-1,4-dihydro-2H-pyrido[2,3-d]pyrimidin-3-yl)acetic acid ethyl ester, the title compound (720 mg, 89%) was prepared as a light yellow solid and as a mixture of amide rotomers: 1H NMR (300 MHz, DMSO-d6) δ 10.78 ... Reactants: N1CCCCC1 (piperidine), N([C@@H](CC1=CNC2=CC=CC=C12)C(=O)N[C@@H](CC(C)C)C(=O)NCC(=O)N[C@@H](CCCNC(N)=N)C(=O)N[C@H](CCC(O)=O)C(=O)N[C@@H](CC(O)=O)C(=O)O)C(=O)OCC1C2=CC=CC=C2C2=CC=CC=C12 (Fmoc-L-Trp-L-Leu-Gly-L-Arg-D-Glu-L-Asp-OH), C(C)(=O)O (acetic acid). The solvent is CS(=O)C (dimethylsulfoxide). The product is N[C@@H](CC1=CNC2=CC=CC=C12)C(=O)N[C@@H](CC(C)C)C(=O)NCC(=O)N[C@@H](CCCNC(N)=N)C(=O)N[C@H](CCC(O)=O)C(=O)N[C@@H](CC(O)=O)C(=O)O (H-L-Trp-L-Leu-Gly-L-Arg-D-Glu-L-Asp-OH). Reaction SMILES: [NH:1](C(OCC1C2C(=CC=CC=2)C2C1=CC=CC=2)=O)[C@H:2]([C:13]([NH:15][C@H:16]([C:21]([NH:23][CH2:24][C:25]([NH:27][C@H:28]([C:36]([NH:38][C@@H:39]([C:45]([NH:47][C@H:48]([C:53]([OH:55])=[O:54])[CH2:49][C:50](=[O:52])[OH:51])=[O:46])[CH2:40][CH2:41][C:42](=[O:44])[OH:43])=[O:37])[CH2:29][CH2:30][CH2:31][NH:32][C:33](=[NH:35])[NH2:34])=[O:26])=[O:22])[CH2:17][CH:18]([CH3:20])[CH3:19])=[O:14])[CH2:3][C:4]1[C:12]2[C:7](=[CH:8][CH:9]=[CH:10][CH:11]=2)[NH:6][CH:5]=1.N1CCCCC1.C(O)(=O)C>CS(C)=O>[NH2:1][C@H:2]([C:13]([NH:15][C@H:16]([C:21]([NH:23][CH2:24][C:25]([NH:27][C@H:28]([C:36]([NH:38][C@@H:39]([C:45]([NH:47][C@H:48]([C:53]([OH:55])=[O:54])[CH2:49][C:50](=[O:51])[OH:52])=[O:46])[CH2:40][CH2:41][C:42](=[O:43])[OH:44])=[O:37])[CH2:29][CH2:30][CH2:31][NH:32][C:33](=[NH:34])[NH2:35])=[O:26])=[O:22])[CH2:17][CH:18]([CH3:20])[CH3:19])=[O:14])[CH2:3][C:4]1[C:12]2[C:7](=[CH:8][CH:9]=[CH:10][CH:11]=2)[NH:6][CH:5]=1. Procedure details: Fmoc-L-Trp-L-Leu-Gly-L-Arg-D-Glu-L-Asp-OH (50 mg), was dissolved in 0.5 ml of dimethylsulfoxide and 0.5 ml of piperidine was added to the solution. After reacting for an hour, the reaction mixture was neutralized with acetic acid under cooling.